Dataset: the Open Reaction Database (ORD), a public repository of structured organic reaction records. Task: describe an organic reaction: reactants, conditions, products, and yield The reactants are CC(=O)OCc1cccc(Cl)c1N, ClCCCl, Cc1cc(C)n2nc(S(=O)(=O)Cl)nc2n1, CC#N, [Na+], [OH-], O=S(=O)(Cl)Cl, c1ccncc1. The product is CC(=O)OCc1cccc(Cl)c1NS(=O)(=O)c1nc2nc(C)cc(C)n2n1. As a reaction SMILES: [C:1]([CH3:2])(=[O:3])[O:4][CH2:5][c:6]1[c:7]([NH2:13])[c:8]([Cl:12])[cH:9][cH:10][cH:11]1.[CH2:42]([Cl:43])[CH2:44][Cl:45].[CH3:20][c:21]1[n:22][c:23]2[n:24]([c:25]([CH3:27])[cH:26]1)[n:28][c:29]([S:31](=[O:32])(=[O:33])[Cl:34])[n:30]2.[CH3:46][C:47]#[N:48].[Na+:41].[OH-:40].[S:35]([Cl:36])([Cl:37])(=[O:38])=[O:39].[cH:14]1[cH:15][cH:16][n:17][cH:18][cH:19]1>>[C:1]([CH3:2])(=[O:3])[O:4][CH2:5][c:6]1[c:7]([NH:13][S:31]([c:29]2[n:28][n:24]3[c:23]([n:22][c:21]([CH3:20])[cH:26][c:25]3[CH3:27])[n:30]2)(=[O:32])=[O:33])[c:8]([Cl:12])[cH:9][cH:10][cH:11]1.